From a dataset of the Open Reaction Database (ORD), a public repository of structured organic reaction records. describe an organic reaction: reactants, conditions, products, and yield Reactants: C(C)(=O)OCC1=NC2=CC(=C(C=C2C(N1)=O)CN(CC#C)C1=CC=C(C(=O)OC(C)(C)C)C=C1)Cl (tert-butyl 4-[N-[2-acetoxymethyl-7-chloro-4-oxo-3,4-dihydroquinazolin-6-ylmethyl]-N-(prop-2-ynyl)amino]benzoate), [OH-].[Na+] (NaOH), O (water). The solvent is C1CCOC1 (THF). Run at time 2 hour. Yields the product ClC1=C(C=C2C(NC(=NC2=C1)CO)=O)CN(CC#C)C1=CC=C(C(=O)OC(C)(C)C)C=C1 (tert-Butyl 4-[N-[7-Chloro-2-hydroxymethyl-4-oxo-3,4-dihydroquinazolin-6-ylmethyl]-N-(prop-2-ynyl)amino]benzoate). Isolated yield 69.2%. As a reaction SMILES: C([O:4][CH2:5][C:6]1[NH:15][C:14](=[O:16])[C:13]2[C:8](=[CH:9][C:10]([Cl:35])=[C:11]([CH2:17][N:18]([C:22]3[CH:34]=[CH:33][C:25]([C:26]([O:28][C:29]([CH3:32])([CH3:31])[CH3:30])=[O:27])=[CH:24][CH:23]=3)[CH2:19][C:20]#[CH:21])[CH:12]=2)[N:7]=1)(=O)C.[OH-].[Na+].O>C1COCC1>[Cl:35][C:10]1[CH:9]=[C:8]2[C:13]([C:14](=[O:16])[NH:15][C:6]([CH2:5][OH:4])=[N:7]2)=[CH:12][C:11]=1[CH2:17][N:18]([C:22]1[CH:23]=[CH:24][C:25]([C:26]([O:28][C:29]([CH3:30])([CH3:31])[CH3:32])=[O:27])=[CH:33][CH:34]=1)[CH2:19][C:20]#[CH:21] |f:1.2|. Procedure: To a solution of tert-butyl 4-[N-[2-acetoxymethyl-7-chloro-4-oxo-3,4-dihydroquinazolin-6-ylmethyl]-N-(prop-2-ynyl)amino]benzoate (0.070 g, 0.14 mmol) in THF (2.7 ml) was dropwise added aqueous NaOH (1N, 0.27 ml, 0.27 mmol) followed by water (0.2 ml). The reaction mixture was stirred at room temperature for 2 hours, then the THF was removed in vacuo. The residue was suspended in water (10 ml) and the pH was adjusted to ˜5 with 1N HCl. The white precipitate was. collected by filtration, dried in v... The reactants are FC(C(=O)O)(F)F (Trifluoroacetic acid), C(C)(C)(C)OC([C@H]1N(CCC1)C([C@@H](NC(=O)OCC1=CC=CC=C1)C(C)C)=O)=O (N-benzyloxycarbonyl-L-valyl-L-proline tert-butyl ester). The solvent is C(Cl)Cl (methylene chloride). Reaction conditions: temperature 0 celsius, time 1 hour. Yields the product C(C1=CC=CC=C1)OC(=O)N[C@@H](C(C)C)C(=O)N1[C@H](C(=O)O)CCC1 (N-benzyloxycarbonyl-L-valyl-L-proline). Isolated yield 92.3%. Reaction SMILES: FC(F)(F)C(O)=O.C([O:12][C:13](=[O:36])[C@@H:14]1[CH2:18][CH2:17][CH2:16][N:15]1[C:19](=[O:35])[C@H:20]([CH:32]([CH3:34])[CH3:33])[NH:21][C:22]([O:24][CH2:25][C:26]1[CH:31]=[CH:30][CH:29]=[CH:28][CH:27]=1)=[O:23])(C)(C)C>C(Cl)Cl>[CH2:25]([O:24][C:22]([NH:21][C@H:20]([C:19]([N:15]1[CH2:16][CH2:17][CH2:18][C@H:14]1[C:13]([OH:36])=[O:12])=[O:35])[CH:32]([CH3:34])[CH3:33])=[O:23])[C:26]1[CH:31]=[CH:30][CH:29]=[CH:28][CH:27]=1. Reported procedure: Trifluoroacetic acid (200 ml) was added to a mixture of N-benzyloxycarbonyl-L-valyl-L-proline tert-butyl ester (80.0 g) in methylene chloride ((300 ml) at 0° C. over approximately 30 minutes. After stirring at 0° C. for one hour, the reaction mixture was allowed to rise to ambient temperature and stirred an additional 3 hours. The reaction mixture was then concentrated under vacuum and reconcentrated four times from toluene to remove residual trifluoroacetic acid. The resulting viscous oil was d... Reactants: Cn1c(=O)n(-c2ccc(C(C)(C)C#N)cc2)c2c3cc(Br)ccc3ncc21, O=C([O-])[O-], [Na+], [Na+], CN(C)C=O, Cl[Pd]Cl, c1ccc(P(c2ccccc2)c2ccccc2)cc1, c1ccc(P(c2ccccc2)c2ccccc2)cc1, OB(O)c1ccncc1. The product is Cn1c(=O)n(-c2ccc(C(C)(C)C#N)cc2)c2c3cc(-c4ccncc4)ccc3ncc21. RXN SMILES: [Br:16][c:17]1[cH:18][c:19]2[c:20]3[c:21]([cH:22][n:23][c:24]2[cH:25][cH:26]1)[n:27]([CH3:42])[c:28](=[O:41])[n:29]3-[c:30]1[cH:31][cH:32][c:33]([C:36]([C:37]#[N:38])([CH3:39])[CH3:40])[cH:34][cH:35]1.[C:10](=[O:11])([O-:12])[O-:13].[Na+:14].[Na+:15].[O:43]=[CH:44][N:45]([CH3:46])[CH3:47].[Pd:48]([Cl:49])[Cl:50].[c:51]1([P:52]([c:53]2[cH:54][cH:55][cH:56][cH:57][cH:58]2)[c:59]2[cH:60][cH:61][cH:62][cH:63][cH:64]2)[cH:65][cH:66][cH:67][cH:68][cH:69]1.[c:70]1([P:71]([c:72]2[cH:73][cH:74][cH:75][cH:76][cH:77]2)[c:78]2[cH:79][cH:80][cH:81][cH:82][cH:83]2)[cH:84][cH:85][cH:86][cH:87][cH:88]1.[n:1]1[cH:2][cH:3][c:4]([B:7]([OH:8])[OH:9])[cH:5][cH:6]1>>[n:1]1[cH:2][cH:3][c:4](-[c:17]2[cH:18][c:19]3[c:20]4[c:21]([cH:22][n:23][c:24]3[cH:25][cH:26]2)[n:27]([CH3:42])[c:28](=[O:41])[n:29]4-[c:30]2[cH:31][cH:32][c:33]([C:36]([C:37]#[N:38])([CH3:39])[CH3:40])[cH:34][cH:35]2)[cH:5][cH:6]1. Starting materials: COc1ccc(CNc2cc([N+](=O)[O-])ccn2)cc1, COc1ccccc1, [Na+], [OH-], O=C(O)C(F)(F)F. The product is Nc1cc([N+](=O)[O-])ccn1. Reaction SMILES: [CH3:1][O:2][c:3]1[cH:4][cH:5][c:6]([CH2:7][NH:8][c:9]2[n:10][cH:11][cH:12][c:13]([N+:15](=[O:16])[O-:17])[cH:14]2)[cH:18][cH:19]1.[CH3:20][O:21][c:22]1[cH:23][cH:24][cH:25][cH:26][cH:27]1.[Na+:36].[OH-:35].[OH:28][C:29]([C:30]([F:31])([F:32])[F:33])=[O:34]>>[NH2:8][c:9]1[n:10][cH:11][cH:12][c:13]([N+:15](=[O:16])[O-:17])[cH:14]1.